This data is from the Open Reaction Database (ORD), a public repository of structured organic reaction records. The task is: describe an organic reaction: reactants, conditions, products, and yield The reactants are C1(CC1)COC1=C(C=C(C(=C1)OC)F)C=1C2=C(N=CN1)C(=CN2)C(=O)O (4-(2-Cyclopropylmethoxy-5-fluoro-4-methoxy-phenyl)-5H-pyrrolo[3,2-d]pyrimidine-7-carboxylic acid), C(C)(C)(C)OC(N[C@@H]1CC[C@H](CC1)N)=O (trans-(4-amino-cyclohexyl)-carbamic acid tert-butyl ester). The product is C(C)(C)(C)OC(N[C@@H]1CC[C@H](CC1)NC(=O)C1=CNC2=C1N=CN=C2C2=C(C=C(C(=C2)F)OC)OCC2CC2)=O (trans-(4-{[4-(2-Cyclopropylmethoxy-5-fluoro-4-methoxy-phenyl)-5H-pyrrolo[3,2-d]pyrimidine-7-carbonyl]-amino}-cyclohexyl)-carbamic acid tert-butyl ester). RXN SMILES: [CH:1]1([CH2:4][O:5][C:6]2[CH:11]=[C:10]([O:12][CH3:13])[C:9]([F:14])=[CH:8][C:7]=2[C:15]2[C:16]3[NH:23][CH:22]=[C:21]([C:24](O)=[O:25])[C:17]=3[N:18]=[CH:19][N:20]=2)[CH2:3][CH2:2]1.[C:27]([O:31][C:32](=[O:41])[NH:33][C@H:34]1[CH2:39][CH2:38][C@H:37]([NH2:40])[CH2:36][CH2:35]1)([CH3:30])([CH3:29])[CH3:28]>>[C:27]([O:31][C:32](=[O:41])[NH:33][C@H:34]1[CH2:35][CH2:36][C@H:37]([NH:40][C:24]([C:21]2[C:17]3[N:18]=[CH:19][N:20]=[C:15]([C:7]4[CH:8]=[C:9]([F:14])[C:10]([O:12][CH3:13])=[CH:11][C:6]=4[O:5][CH2:4][CH:1]4[CH2:3][CH2:2]4)[C:16]=3[NH:23][CH:22]=2)=[O:25])[CH2:38][CH2:39]1)([CH3:30])([CH3:28])[CH3:29]. Procedure: Starting from 4-(2-Cyclopropylmethoxy-5-fluoro-4-methoxy-phenyl)-5H-pyrrolo[3,2-d]pyrimidine-7-carboxylic acid (example A80) and trans-(4-amino-cyclohexyl)-carbamic acid tert-butyl ester the title compound is obtained as colorless solid.